Task: describe an organic reaction: reactants, conditions, products, and yield. Dataset: the Open Reaction Database (ORD), a public repository of structured organic reaction records Reactants: ClCCl, CC(=O)Cl, CCOC(C)=O, CC(C)NC(C)C, OC(c1cccc(C(F)(F)F)c1)C(NC1CCCC1)c1ccnc(F)c1, O=C(O)CC(O)(CC(=O)O)C(=O)O. Product: CC(=O)N(C1CCCC1)C(c1ccnc(F)c1)C(O)c1cccc(C(F)(F)F)c1. Reaction SMILES: [CH2:51]([Cl:52])[Cl:53].[CH3:34][C:35]([Cl:36])=[O:37].[CH3:54][CH2:55][O:56][C:57](=[O:58])[CH3:59].[CH:27]([NH:28][CH:29]([CH3:30])[CH3:31])([CH3:32])[CH3:33].[F:1][c:2]1[n:3][cH:4][cH:5][c:6]([CH:8]([CH:9]([OH:10])[c:11]2[cH:12][c:13]([C:17]([F:18])([F:19])[F:20])[cH:14][cH:15][cH:16]2)[NH:21][CH:22]2[CH2:23][CH2:24][CH2:25][CH2:26]2)[cH:7]1.[OH:38][C:39]([CH2:40][C:41]([C:42](=[O:43])[OH:44])([CH2:45][C:46](=[O:47])[OH:48])[OH:49])=[O:50]>>[F:1][c:2]1[n:3][cH:4][cH:5][c:6]([CH:8]([CH:9]([OH:10])[c:11]2[cH:12][c:13]([C:17]([F:18])([F:19])[F:20])[cH:14][cH:15][cH:16]2)[N:21]([CH:22]2[CH2:23][CH2:24][CH2:25][CH2:26]2)[C:35]([CH3:34])=[O:37])[cH:7]1. RXN SMILES: [CH3:1][N+:2]1([O-:8])[CH2:3][CH2:4][O:5][CH2:6][CH2:7]1.[CH3:9][C:10]1([CH3:17])[CH:11]2[CH2:12][CH2:13][CH:14]([OH:16])[CH:15]12.[Cl:18][CH2:19][Cl:20]>>[CH3:9][C:10]1([CH3:17])[CH:11]2[CH2:12][CH2:13][C:14](=[O:16])[CH:15]12. Product: CC1(C)C2CCC(=O)C21. Starting materials: C[N+]1([O-])CCOCC1, CC1(C)C2CCC(O)C21, ClCCl. Starting materials: OC(=O)C(F)(F)F.ClC=1C=C(C=2N(N1)C=CN2)NC2=CC=C(C=C2)NC(=O)C=2C(N(C=CC2)C2=CC=C(C=C2)F)=O (N-(4-((6-chloroimidazo[1,2-b]pyridazin-8-yl)amino)phenyl)-1-(4-fluorophenyl)-2-oxo-1,2-dihydro-3-pyridinecarboxamide TFA salt), [H][H] (Hydrogen). The reagents and catalysts are C(C)N(CC)CC (triethylamine), [Pd] (Pd/C). The solvent is CCO (EtOH). Run at time 12 hour. The product is FC1=CC=C(C=C1)N1C(C(CCC1)C(=O)NC1=CC=C(C=C1)NC=1C=2N(N=CC1)C=CN2)=O (1-(4-fluorophenyl)-N-(4-(imidazo[1,2-b]pyridazin-8-ylamino)phenyl)-2-oxo-3-piperidinecarboxamide). Yield: 66.7%. RXN SMILES: OC(C(F)(F)F)=O.Cl[C:9]1[CH:10]=[C:11]([NH:18][C:19]2[CH:24]=[CH:23][C:22]([NH:25][C:26]([C:28]3[C:29](=[O:41])[N:30]([C:34]4[CH:39]=[CH:38][C:37]([F:40])=[CH:36][CH:35]=4)[CH:31]=[CH:32][CH:33]=3)=[O:27])=[CH:21][CH:20]=2)[C:12]2[N:13]([CH:15]=[CH:16][N:17]=2)[N:14]=1.[H][H]>C(N(CC)CC)C.[Pd].CCO>[F:40][C:37]1[CH:38]=[CH:39][C:34]([N:30]2[CH2:31][CH2:32][CH2:33][CH:28]([C:26]([NH:25][C:22]3[CH:21]=[CH:20][C:19]([NH:18][C:11]4[C:12]5[N:13]([CH:15]=[CH:16][N:17]=5)[N:14]=[CH:9][CH:10]=4)=[CH:24][CH:23]=3)=[O:27])[C:29]2=[O:41])=[CH:35][CH:36]=1 |f:0.1|. Reported procedure: To a suspension of N-(4-((6-chloroimidazo[1,2-b]pyridazin-8-yl)amino)phenyl)-1-(4-fluorophenyl)-2-oxo-1,2-dihydro-3-pyridinecarboxamide TFA salt (0.013 g, 0.027 mmol) from Example XXI(i) and EtOH (4 mL) in a 500 ml PARR bottle was added 10% Pd/C (20 mg) and 2 drops of triethylamine. The PARR bottle was then charged with Hydrogen gas at 55 psi and allow to shake at room temperature for 12 hours. The reaction mixture was then filtered and the filtrate concentrated in vacuo. The residue was purifie... Reactants: CC(C)(C)OC(=O)Nc1cc(F)c(C#N)cc1[N+](=O)[O-], C1COCCN1, CS(C)=O. Reaction SMILES: [C:1]([CH3:2])([CH3:3])([CH3:4])[O:5][C:6]([NH:7][c:8]1[c:9]([N+:17](=[O:18])[O-:19])[cH:10][c:11]([C:15]#[N:16])[c:12]([F:14])[cH:13]1)=[O:20].[CH2:21]1[CH2:22][O:23][CH2:24][CH2:25][NH:26]1.[CH3:27][S:28]([CH3:29])=[O:30]>>[C:1]([CH3:2])([CH3:3])([CH3:4])[O:5][C:6]([NH:7][c:8]1[c:9]([N+:17](=[O:18])[O-:19])[cH:10][c:11]([C:15]#[N:16])[c:12]([N:26]2[CH2:21][CH2:22][O:23][CH2:24][CH2:25]2)[cH:13]1)=[O:20]. Yields the product CC(C)(C)OC(=O)Nc1cc(N2CCOCC2)c(C#N)cc1[N+](=O)[O-]. The reactants are BrCC(=O)OCC (ethyl bromoacetate), [OH-].[Na+] (NaOH), C(C)(C)C1=C(C(=CC=C1)OC)O (2-isopropyl-6-methoxyphenol), BrCC(=O)OCC (ethyl bromoacetate). The reagents and catalysts are [Cl-].C(C)[N+](CC1=CC=CC=C1)(CC)CC (triethylbenzylammonium chloride). The solvent is C1(=CC=CC=C1)C (toluene), C1(=CC=CC=C1)C (toluene), O (H2O), O (H2O), C1(=CC=CC=C1)C (toluene). Run at time 2 hour. Yields the product COC1=C(OCC(=O)O)C(=CC=C1)C(C)C (2-Methoxy-6-isopropylphenoxyacetic Acid). The yield is 72.0%. Reaction SMILES: Br[CH2:2][C:3]([O:5]CC)=[O:4].[OH-].[Na+].[CH:10]([C:13]1[CH:18]=[CH:17][CH:16]=[C:15]([O:19][CH3:20])[C:14]=1[OH:21])([CH3:12])[CH3:11]>C1(C)C=CC=CC=1.[Cl-].C([N+](CC)(CC)CC1C=CC=CC=1)C.O>[CH3:20][O:19][C:15]1[CH:16]=[CH:17][CH:18]=[C:13]([CH:10]([CH3:12])[CH3:11])[C:14]=1[O:21][CH2:2][C:3]([OH:5])=[O:4] |f:1.2,5.6|. Reported procedure: A solution of 11.1 ml of ethyl bromoacetate in 10 ml of toluene was added dropwise at room temperature over about 15 minutes into a mixture of 20 g of NaOH, 30 ml of H2O, 1.1 g of triethylbenzylammonium chloride, 8.4 g of 2-isopropyl-6-methoxyphenol (prepared according to Johnson et al., Tetrahedron. 38, 1397-1404 (1982)) and 40 ml of toluene. The mixture was stirred vigorously at the same temperature for 2 h and thereafter for 2 h at 60-65° C. and for 6.5 h under reflux. During this last step a... Yields the product ClC=1C=C2N=C3CCCCC3=C(C2=CC1)NCCCN (N1-(6-Chloro-1,2,3,4-tetrahydro-acridin-9-yl)-propane-1,3-diamine). RXN SMILES: [Cl:1][C:2]1[CH:3]=[C:4]2[C:13](=[CH:14][CH:15]=1)[C:12](Cl)=[C:11]1[C:6]([CH2:7][CH2:8][CH2:9][CH2:10]1)=[N:5]2.[NH2:17][CH2:18][CH2:19][CH2:20][NH2:21].C(O)CCCC.C(=O)(O)[O-].[Na+]>>[Cl:1][C:2]1[CH:3]=[C:4]2[C:13](=[CH:14][CH:15]=1)[C:12]([NH:17][CH2:18][CH2:19][CH2:20][NH2:21])=[C:11]1[C:6]([CH2:7][CH2:8][CH2:9][CH2:10]1)=[N:5]2 |f:3.4|. Procedure details: To a sealed tube was charged a mixture of 6,9-dichloro-1,2,3,4-tetrahydroacridine (1.0 g, 3.97 mmoL), 1,3-diaminopropane (1.67 mL, 19.83 mmoL) and 4 mL 1-pentanol. The mixture was heated to 160 degree Celsius for 24 h. After cooled down and saturated sodium bicarbonate was added, the mixture was extracted with dichloromethane three times. The combined extract was dried over sodium sulfate, filtered and concentrated. The resulting residue was purified by column chromatography on silica gel with 1... The yield is 87.0%. The reactants are ClC=1C=C2N=C3CCCCC3=C(C2=CC1)Cl (6,9-dichloro-1,2,3,4-tetrahydroacridine), NCCCN (1,3-diaminopropane), C(CCCC)O (1-pentanol), C([O-])(O)=O.[Na+] (sodium bicarbonate). Starting materials: CN(C=CC(=O)C1=CC(=CC=C1)C(F)(F)F)C (3-dimethylamino-3'-(trifluoromethyl)acrylophenone), NC1=NNC(=C1C#N)C#N (3-aminopyrazole-4,5-dicarbonitrile), C(C)(=O)O (acetic acid). The product is C(#N)C=1C(=NN2C1N=CC=C2C=2C=C(C=CC2)C(F)(F)F)C(=O)N (3-Cyano-7-(α,α,α-trifluoro-m-tolyl)pyrazolo[1,5-a]pyrimidine-2-carboxamide). RXN SMILES: C[N:2]([CH3:17])[CH:3]=[CH:4][C:5]([C:7]1[CH:12]=[CH:11][CH:10]=[C:9]([C:13]([F:16])([F:15])[F:14])[CH:8]=1)=O.[NH2:18][C:19]1[C:23](C#N)=[C:22]([C:26]#[N:27])[NH:21][N:20]=1.C(O)(=[O:30])C>>[C:19]([C:23]1[C:22]([C:26]([NH2:27])=[O:30])=[N:21][N:20]2[C:5]([C:7]3[CH:8]=[C:9]([C:13]([F:14])([F:15])[F:16])[CH:10]=[CH:11][CH:12]=3)=[CH:4][CH:3]=[N:2][C:17]=12)#[N:18]. Reported procedure: A mixture of 4.86 g. of 3-dimethylamino-3'-(trifluoromethyl)acrylophenone, 50 ml. of glacial acetic acid and 2.66 g. of 3-aminopyrazole-4,5-dicarbonitrile is refluxed for 16 hours and then evaporated. The residue is treated as described in Example 1, giving the desired product, m.p. 236°-238° C.